From a dataset of the Open Reaction Database (ORD), a public repository of structured organic reaction records. describe an organic reaction: reactants, conditions, products, and yield Reactants: COC(CC1=CC(=C(C=C1)O)NC(C(C(C(F)(F)F)(F)F)(F)F)=O)=O (methyl(3-heptafluorobutyramido-4-hydroxyphenyl)acetate), C1(=CC=C(C=C1)S(=O)(=O)O)C (para-toluenesulfonic acid). The solvent is C1(=CC=CC=C1)C (toluene). Product: COC(CC=1C=CC2=C(N=C(O2)C(C(C(F)(F)F)(F)F)(F)F)C1)=O (methyl(2-heptafluoropropylbenzoxazol-5-yl)acetate). The yield is 67.8%. RXN SMILES: [CH3:1][O:2][C:3](=[O:25])[CH2:4][C:5]1[CH:10]=[CH:9][C:8](O)=[C:7]([NH:12][C:13](=[O:24])[C:14]([F:23])([F:22])[C:15]([F:21])([F:20])[C:16]([F:19])([F:18])[F:17])[CH:6]=1.C1(C)C=CC(S(O)(=O)=O)=CC=1>C1(C)C=CC=CC=1>[CH3:1][O:2][C:3](=[O:25])[CH2:4][C:5]1[CH:10]=[CH:9][C:8]2[O:24][C:13]([C:14]([F:22])([F:23])[C:15]([F:20])([F:21])[C:16]([F:19])([F:18])[F:17])=[N:12][C:7]=2[CH:6]=1. Reported procedure: A mixture of methyl(3-heptafluorobutyramido-4-hydroxyphenyl)acetate (20.0 g, 0.053 mol) and para-toluenesulfonic acid (1.71 g) in toluene (150 ml) was heated at reflux (a Dean & Stark™ assembly was fitted to remove water) for 24 hours. The mixture was cooled to room temperature and the mixture was diluted with ethyl acetate (150 ml). The mixture was washed with saturated aqueous sodium bicarbonate solution and brine, dried over anhydrous magnesium sulfate, filtered and the filtrate was evaporate... Reactants: C=CC(=O)OCC, COC(=O)C(C)CNCc1ccccc1, CO. The product is CCOC(=O)CCN(Cc1ccccc1)CC(C)C(=O)OC. Reaction SMILES: [C:16]([CH:17]=[CH2:18])(=[O:19])[O:20][CH2:21][CH3:22].[CH3:1][O:2][C:3]([CH:4]([CH2:5][NH:6][CH2:7][c:8]1[cH:9][cH:10][cH:11][cH:12][cH:13]1)[CH3:14])=[O:15].[CH3:23][OH:24]>>[CH3:1][O:2][C:3]([CH:4]([CH2:5][N:6]([CH2:7][c:8]1[cH:9][cH:10][cH:11][cH:12][cH:13]1)[CH2:18][CH2:17][C:16](=[O:19])[O:20][CH2:21][CH3:22])[CH3:14])=[O:15]. Reactants: C(C1=CC=CC=C1)C1=C(C=CC=C1)CC(=O)O (2-benzylphenylacetic acid), [H-].[Al+3].[Li+].[H-].[H-].[H-] (lithium aluminiumhydride), O (Water), [OH-].[Na+] (sodium hydroxide), O (water). Run in C1CCOC1 (THF), C1CCOC1 (THF). Conditions: time 1 hour. Product: C(C1=CC=CC=C1)C1=C(C=CC=C1)CCO (2-(2-benzylphenyl)ethanol). Isolated yield 94.2%. As a reaction SMILES: [CH2:1]([C:8]1[CH:13]=[CH:12][CH:11]=[CH:10][C:9]=1[CH2:14][C:15](O)=[O:16])[C:2]1[CH:7]=[CH:6][CH:5]=[CH:4][CH:3]=1.[H-].[Al+3].[Li+].[H-].[H-].[H-].O.[OH-].[Na+]>C1COCC1>[CH2:1]([C:8]1[CH:13]=[CH:12][CH:11]=[CH:10][C:9]=1[CH2:14][CH2:15][OH:16])[C:2]1[CH:3]=[CH:4][CH:5]=[CH:6][CH:7]=1 |f:1.2.3.4.5.6,8.9|. Reported procedure: To a solution of 2-benzylphenylacetic acid (5.5 g, 24 mmol, J. Am. Chem. Soc. 1955, 77, 5078) in THF (100 ml) a solution of lithium aluminiumhydride in THF (24 ml, 24 mmol, 1M) was added dropwise on an ice-bath. When addition was complete the mixture was stirred for 1 h at ambient temperature. Water (1 ml), 4N sodium hydroxide (2 ml) and water (4 ml) were added successively. The mixture was filtered and the filtrate was diluted with diethylether (250 ml). The phases were separated and the organi... Starting materials: O=C(O)c1ccc(SCc2ccccc2OCc2ccccc2)cc1, O=C(Cl)C(=O)Cl, ClCCl. Product: O=C(Cl)c1ccc(SCc2ccccc2OCc2ccccc2)cc1. As a reaction SMILES: [CH2:1]([c:2]1[cH:3][cH:4][cH:5][cH:6][cH:7]1)[O:8][c:9]1[c:10]([CH2:11][S:12][c:13]2[cH:14][cH:15][c:16]([C:17](=[O:18])[OH:19])[cH:20][cH:21]2)[cH:22][cH:23][cH:24][cH:25]1.[Cl:26][C:27]([C:28]([Cl:29])=[O:30])=[O:31].[Cl:32][CH2:33][Cl:34]>>[CH2:1]([c:2]1[cH:3][cH:4][cH:5][cH:6][cH:7]1)[O:8][c:9]1[c:10]([CH2:11][S:12][c:13]2[cH:14][cH:15][c:16]([C:17](=[O:18])[Cl:26])[cH:20][cH:21]2)[cH:22][cH:23][cH:24][cH:25]1. Reactants: COCCCN1CCOC2=C1C=C(C=C2)COC2CN(CCC2C2=CC=C(C=C2)OS(=O)(=O)C(F)(F)F)C(=O)OCC2=CC=CC=C2 (benzyl 3-[4-(3-methoxypropyl)-3,4-dihydro-2H-benzo[1,4]oxazin-6-ylmethoxy]-4-(4-trifluoromethanesulphonyloxyphenyl)piperidine-1-carboxylate), N1CCCC1 (pyrrolidine), (i)-2,2′-bis(diphenylphosphine) 1,1′-binaphthyl, C([O-])([O-])=O.[Cs+].[Cs+] (caesium carbonate), O (water). The reagents and catalysts are C(C)(=O)[O-].[Pd+2].C(C)(=O)[O-] (palladium(II) acetate). The solvent is O1CCOCC1 (dioxane). Reaction conditions: temperature 100 celsius, time 20 hour. The product is COCCCN1CCOC2=C1C=C(C=C2)COC2CN(CCC2C2=CC=C(C=C2)N2CCCC2)C(=O)OCC2=CC=CC=C2 (Benzyl 3-[4-(3-methoxypropyl)-3,4-dihydro-2H-benzo[1,4]oxazin-6-ylmethoxy]-4-(4-pyrrolidin-1-ylphenyl)piperidine-1-carboxylate), SiO2. RXN SMILES: [CH3:1][O:2][CH2:3][CH2:4][CH2:5][N:6]1[C:11]2[CH:12]=[C:13]([CH2:16][O:17][CH:18]3[CH:23]([C:24]4[CH:29]=[CH:28][C:27](OS(C(F)(F)F)(=O)=O)=[CH:26][CH:25]=4)[CH2:22][CH2:21][N:20]([C:38]([O:40][CH2:41][C:42]4[CH:47]=[CH:46][CH:45]=[CH:44][CH:43]=4)=[O:39])[CH2:19]3)[CH:14]=[CH:15][C:10]=2[O:9][CH2:8][CH2:7]1.[NH:48]1[CH2:52][CH2:51][CH2:50][CH2:49]1.C(=O)([O-])[O-].[Cs+].[Cs+].O>O1CCOCC1.C([O-])(=O)C.[Pd+2].C([O-])(=O)C>[CH3:1][O:2][CH2:3][CH2:4][CH2:5][N:6]1[C:11]2[CH:12]=[C:13]([CH2:16][O:17][CH:18]3[CH:23]([C:24]4[CH:25]=[CH:26][C:27]([N:48]5[CH2:52][CH2:51][CH2:50][CH2:49]5)=[CH:28][CH:29]=4)[CH2:22][CH2:21][N:20]([C:38]([O:40][CH2:41][C:42]4[CH:47]=[CH:46][CH:45]=[CH:44][CH:43]=4)=[O:39])[CH2:19]3)[CH:14]=[CH:15][C:10]=2[O:9][CH2:8][CH2:7]1 |f:2.3.4,7.8.9|. Reported procedure: The mixture of 0.300 g of benzyl 3-[4-(3-methoxypropyl)-3,4-dihydro-2H-benzo[1,4]oxazin-6-ylmethoxy]-4-(4-trifluoromethanesulphonyloxyphenyl)piperidine-1-carboxylate, 0.043 ml of pyrrolidine, 0.041 g of (i)-2,2′-bis(diphenylphosphine)-1,1′-binaphthyl, 0.194 g of caesium carbonate and 0.0099 g of palladium(II) acetate in 3.0 ml of dioxane is stirred under argon at 100° C. over 20 hours. The reaction mixture is cooled, admixed with water (20 ml) and extracted with tert-butyl methyl ether (2×20 ml)... The reactants are N1C=NC2=C1C=C(C=C2)C2=NN=C(O2)S (5-(1H-benzo[d]imidazol-6-yl)-1,3,4-oxadiazole-2-thiol), TEA, CC1=C(CBr)C(=C(C(=C1C)C)C)C (2,3,4,5,6-pentamethylbenzylbromide). The solvent is CCO (EtOH). Yields the product CC1=C(CSC2=NN=C(O2)C2=CC3=C(NC=N3)C=C2)C(=C(C(=C1C)C)C)C (5-(5-(2,3,4,5,6-pentamethylbenzylthio)-1,3,4-oxadiazol-2-yl)-1H-benzo[d]imidazole). Reaction SMILES: [NH:1]1[C:5]2[CH:6]=[C:7]([C:10]3[O:14][C:13]([SH:15])=[N:12][N:11]=3)[CH:8]=[CH:9][C:4]=2[N:3]=[CH:2]1.[CH3:16][C:17]1[C:24]([CH3:25])=[C:23]([CH3:26])[C:22]([CH3:27])=[C:21]([CH3:28])[C:18]=1[CH2:19]Br>CCO>[CH3:19][C:18]1[C:17]([CH3:16])=[C:24]([CH3:25])[C:23]([CH3:26])=[C:22]([CH3:27])[C:21]=1[CH2:28][S:15][C:13]1[O:14][C:10]([C:7]2[CH:8]=[CH:9][C:4]3[NH:3][CH:2]=[N:1][C:5]=3[CH:6]=2)=[N:11][N:12]=1. Procedure: 1 (0.33 g, 1.5 mmol), TEA (0.209 mL, 1.5 mmol) and 2,3,4,5,6-pentamethylbenzylbromide (0.295 g, 1.5 mmol) were dissolved in 10 mL of EtOH and kept under reflux overnight. The solvent was removed and the remaining oil was purified by flash-chromatography on silica gel, applying a CHCl3/MeOH gradient. The reactants are CN, COC(=O)c1ccsc1S(=O)(=O)Cl, ClC(Cl)Cl, Cl. Yields the product CNS(=O)(=O)c1sccc1C(=O)OC. As a reaction SMILES: [CH3:14][NH2:15].[CH3:1][O:2][C:3](=[O:4])[c:5]1[c:6]([S:10](=[O:11])(=[O:12])[Cl:13])[s:7][cH:8][cH:9]1.[CH:17]([Cl:18])([Cl:19])[Cl:20].[ClH:16]>>[CH3:1][O:2][C:3](=[O:4])[c:5]1[c:6]([S:10](=[O:11])(=[O:12])[NH:15][CH3:14])[s:7][cH:8][cH:9]1.